From a dataset of the Open Reaction Database (ORD), a public repository of structured organic reaction records. describe an organic reaction: reactants, conditions, products, and yield The reactants are C(C)(=O)O[C@@H]1C([C@@H]2CC[C@]3([C@@]4(CC[C@@]5(C([C@H]4CC[C@@H]3[C@]2(CC1)C)=C(C(C5)=O)C(C)C)/C=C(/C(=O)OCC)\C)C)C)(C)C ((E)-ethyl 3-((3aS,5aR,5bR,7aR,9S,11aR,11bR,13aS)-9-acetoxy-1-isopropyl-5a,5b,8,8,11a-pentamethyl-2-oxo-3,3a,4,5,5a,5b,6,7,7a,8,9,10,11,11a,11b,12,13,13a-octadecahydro-2H-cyclopenta[a]chrysen-3a-yl)-2-methylacrylate), [OH-].[Na+] (sodium hydroxide). The solvent is C1CCOC1 (THF), CO (MeOH), O (water). Run at temperature 20 celsius, time 2 hour. The product is O[C@@H]1C([C@@H]2CC[C@]3([C@@]4(CC[C@@]5(C([C@H]4CC[C@@H]3[C@]2(CC1)C)=C(C(C5)=O)C(C)C)/C=C(/C(=O)O)\C)C)C)(C)C ((E)-3-((3aS,5aR,5bR,7aR,9S,11aR,11bR,13aS)-9-hydroxy-1-isopropyl-5a,5b,8,8,11a-pentamethyl-2-oxo-3,3a,4,5,5a,5b,6,7,7a,8,9,10,11,11a,11b,12,13,13a-octadecahydro-2H-cyclopenta[a]chrysen-3a-yl)-2-methylacrylic acid). The yield is 74.0%. Reaction SMILES: C([O:4][C@H:5]1[CH2:22][CH2:21][C@@:20]2([CH3:23])[C@@H:7]([CH2:8][CH2:9][C@:10]3([CH3:40])[C@@H:19]2[CH2:18][CH2:17][C@H:16]2[C@@:11]3([CH3:39])[CH2:12][CH2:13][C@@:14]3(/[CH:31]=[C:32](\[CH3:38])/[C:33]([O:35]CC)=[O:34])[CH2:26][C:25](=[O:27])[C:24]([CH:28]([CH3:30])[CH3:29])=[C:15]32)[C:6]1([CH3:42])[CH3:41])(=O)C.[OH-].[Na+]>C1COCC1.CO.O>[OH:4][C@H:5]1[CH2:22][CH2:21][C@@:20]2([CH3:23])[C@@H:7]([CH2:8][CH2:9][C@:10]3([CH3:40])[C@@H:19]2[CH2:18][CH2:17][C@H:16]2[C@@:11]3([CH3:39])[CH2:12][CH2:13][C@@:14]3(/[CH:31]=[C:32](\[CH3:38])/[C:33]([OH:35])=[O:34])[CH2:26][C:25](=[O:27])[C:24]([CH:28]([CH3:30])[CH3:29])=[C:15]32)[C:6]1([CH3:42])[CH3:41] |f:1.2|. Reported procedure: To a solution of (E)-ethyl 3-((3aS,5aR,5bR,7aR,9S,11aR,11bR,13aS)-9-acetoxy-1-isopropyl-5a,5b,8,8,11a-pentamethyl-2-oxo-3,3a,4,5,5a,5b,6,7,7a,8,9,10,11,11a,11b,12,13,13a-octadecahydro-2H-cyclopenta[a]chrysen-3a-yl)-2-methylacrylate (2.0 g, 3.44 mmol) in THF (12 mL), MeOH (8 mL) and water (4 mL) was added sodium hydroxide (5.51 g, 138 mmol). The reaction mixture was stirred at 20° C. for 2 hrs. The reaction mixture was evaporated to dryness and the pH was adjusted to 5 with saturated NH4CI. The s...